Dataset: the Open Reaction Database (ORD), a public repository of structured organic reaction records. Task: describe an organic reaction: reactants, conditions, products, and yield The reactants are C(C)(C)[Mg]Cl.[Cl-].[Li+] (isopropylmagnesium chloride lithium chloride), BrC1=CC(=NC=C1)C(F)(F)F (4-bromo-2-(trifluoromethyl)pyridine), CN1C=NC=C1C=O (1-methyl-1H-imidazole-5-carbaldehyde). Solvent: C1CCOC1 (THF), C1CCOC1 (THF). Reaction conditions: time 30 minute. The product is CN1C=NC=C1C(O)C1=CC(=NC=C1)C(F)(F)F ((1-Methyl-1H-imidazol-5-yl)(2-(trifluoromethyl)pyridin-4-yl)methanol). RXN SMILES: C([Mg]Cl)(C)C.[Cl-].[Li+].Br[C:9]1[CH:14]=[CH:13][N:12]=[C:11]([C:15]([F:18])([F:17])[F:16])[CH:10]=1.[CH3:19][N:20]1[C:24]([CH:25]=[O:26])=[CH:23][N:22]=[CH:21]1>C1COCC1>[CH3:19][N:20]1[C:24]([CH:25]([C:9]2[CH:14]=[CH:13][N:12]=[C:11]([C:15]([F:18])([F:17])[F:16])[CH:10]=2)[OH:26])=[CH:23][N:22]=[CH:21]1 |f:0.1.2|. Procedure details: A solution of isopropylmagnesium chloride/lithium chloride complex (1.3 M in THF, 10.6 mL, 13.8 mmol) was added dropwise by syringe to a solution of 4-bromo-2-(trifluoromethyl)pyridine (3.12 g, 13.8 mmol) in dry THF (50 mL) at 0° C. After 30 minutes, a solution of 1-methyl-1H-imidazole-5-carbaldehyde (1.38 g, 12.5 mmol) in THF (28.5 mL) was added to the Grignard solution by syringe at 0° C. The reaction mixture was warmed to room temperature over 2 hours after which it was quenched with saturate... Reactants: Cc1ccccc1, CC(C)(C)OC(=O)N1CCCC(C(OCC(N)=O)c2cccc(Cl)c2)C1. Product: CC(C)(C)OC(=O)N1CCCC(C(OCCN)c2cccc(Cl)c2)C1. RXN SMILES: [CH3:27][c:28]1[cH:29][cH:30][cH:31][cH:32][cH:33]1.[NH2:1][C:2]([CH2:3][O:4][CH:5]([CH:6]1[CH2:7][N:8]([C:12](=[O:13])[O:14][C:15]([CH3:16])([CH3:17])[CH3:18])[CH2:9][CH2:10][CH2:11]1)[c:19]1[cH:20][c:21]([Cl:25])[cH:22][cH:23][cH:24]1)=[O:26]>>[NH2:1][CH2:2][CH2:3][O:4][CH:5]([CH:6]1[CH2:7][N:8]([C:12](=[O:13])[O:14][C:15]([CH3:16])([CH3:17])[CH3:18])[CH2:9][CH2:10][CH2:11]1)[c:19]1[cH:20][c:21]([Cl:25])[cH:22][cH:23][cH:24]1. The reactants are CCOC(=O)CNS(=O)(=O)c1cnc(N)s1, C1CCOC1, CC(C)CCNC1CCC(C)CC1, CN(C)c1ccncc1, O=C(O)CSc1cnc(NC(=O)N(CCc2ccccc2)C2CCCCC2)s1. The product is CCOC(=O)CNS(=O)(=O)c1cnc(NC(=O)N(CCC(C)C)C2CCC(C)CC2)s1. RXN SMILES: [CH2:1]([CH3:2])[O:3][C:4]([CH2:5][NH:6][S:7](=[O:8])(=[O:9])[c:10]1[cH:11][n:12][c:13]([NH2:15])[s:14]1)=[O:16].[CH2:67]1[O:68][CH2:69][CH2:70][CH2:71]1.[CH3:17][CH:18]([CH2:19][CH2:20][NH:21][CH:22]1[CH2:23][CH2:24][CH:25]([CH3:28])[CH2:26][CH2:27]1)[CH3:29].[CH3:58][N:59]([c:60]1[cH:61][cH:62][n:63][cH:64][cH:65]1)[CH3:66].[CH:30]1([N:31]([CH2:32][CH2:33][c:34]2[cH:35][cH:36][cH:37][cH:38][cH:39]2)[C:40](=[O:41])[NH:42][c:43]2[s:44][c:45]([S:48][CH2:49][C:46](=[O:47])[OH:50])[cH:51][n:52]2)[CH2:53][CH2:54][CH2:55][CH2:56][CH2:57]1>>[CH2:1]([CH3:2])[O:3][C:4]([CH2:5][NH:6][S:7](=[O:8])(=[O:9])[c:10]1[cH:11][n:12][c:13]([NH:15][C:46]([N:21]([CH2:20][CH2:19][CH:18]([CH3:17])[CH3:29])[CH:22]2[CH2:23][CH2:24][CH:25]([CH3:28])[CH2:26][CH2:27]2)=[O:47])[s:14]1)=[O:16]. Starting materials: COC1=CC2=C(C=C(S2)CC(=O)O)C=C1 ((6-methoxybenzothiophen-2-yl)acetic acid), C(C(C)C)OC([C@@H](N)C)=O (alanine iso-butyl ester). The product is C(C(C)C)OC([C@@H](NC(CC=1SC2=C(C1)C=CC(=C2)OC)=O)C)=O (N-[(6methoxybenzothiophen-2-yl)acetyl]alanine iso-butyl ester). As a reaction SMILES: [CH3:1][O:2][C:3]1[CH:15]=[CH:14][C:6]2[CH:7]=[C:8]([CH2:10][C:11]([OH:13])=O)[S:9][C:5]=2[CH:4]=1.[CH2:16]([O:20][C:21](=[O:25])[C@H:22]([CH3:24])[NH2:23])[CH:17]([CH3:19])[CH3:18]>>[CH2:16]([O:20][C:21](=[O:25])[C@H:22]([CH3:24])[NH:23][C:11](=[O:13])[CH2:10][C:8]1[S:9][C:5]2[CH:4]=[C:3]([O:2][CH3:1])[CH:15]=[CH:14][C:6]=2[CH:7]=1)[CH:17]([CH3:19])[CH3:18]. Procedure details: Following General Procedure I′ above, and using (6-methoxybenzothiophen-2-yl)acetic acid and alanine iso-butyl ester (prepared following General Procedure J′ above), the title compound was prepared. The reaction was monitored by tlc on silica gel and purification was by filtration as described in the general procedure. Reactants: Cn1ccnc1C(O)c1ccc(OC2CCCCO2)cc1, ClCCl, O=[Cr](=O)([O-])O[Cr](=O)(=O)[O-], c1cc[nH+]cc1, c1cc[nH+]cc1. Yields the product Cn1ccnc1C(=O)c1ccc(OC2CCCCO2)cc1. RXN SMILES: [CH3:22][n:23]1[c:24]([CH:28]([OH:29])[c:30]2[cH:31][cH:32][c:33]([O:36][CH:37]3[O:38][CH2:39][CH2:40][CH2:41][CH2:42]3)[cH:34][cH:35]2)[n:25][cH:26][cH:27]1.[Cl:43][CH2:44][Cl:45].[Cr:1]([O:2][Cr:3]([O-:4])(=[O:5])=[O:6])([O-:7])(=[O:8])=[O:9].[nH+:10]1[cH:11][cH:12][cH:13][cH:14][cH:15]1.[nH+:16]1[cH:17][cH:18][cH:19][cH:20][cH:21]1>>[CH3:22][n:23]1[c:24]([C:28](=[O:29])[c:30]2[cH:31][cH:32][c:33]([O:36][CH:37]3[O:38][CH2:39][CH2:40][CH2:41][CH2:42]3)[cH:34][cH:35]2)[n:25][cH:26][cH:27]1. The reactants are C1CCOC1, CCN(Cc1cc(C(F)(F)F)ccc1-c1cc(CC(=O)OC)ccc1OC)C(=O)OCc1ccccc1Cl, CO, Cl, [Na+], [OH-]. Yields the product CCN(Cc1cc(C(F)(F)F)ccc1-c1cc(CC(=O)O)ccc1OC)C(=O)OCc1ccccc1Cl. Reaction SMILES: [CH2:42]1[O:43][CH2:44][CH2:45][CH2:46]1.[CH3:1][O:2][C:3]([CH2:4][c:5]1[cH:6][c:7](-[c:13]2[c:14]([CH2:23][N:24]([CH2:25][CH3:26])[C:27](=[O:28])[O:29][CH2:30][c:31]3[c:32]([Cl:37])[cH:33][cH:34][cH:35][cH:36]3)[cH:15][c:16]([C:19]([F:20])([F:21])[F:22])[cH:17][cH:18]2)[c:8]([O:11][CH3:12])[cH:9][cH:10]1)=[O:38].[CH3:47][OH:48].[ClH:41].[Na+:40].[OH-:39]>>[O:2]=[C:3]([CH2:4][c:5]1[cH:6][c:7](-[c:13]2[c:14]([CH2:23][N:24]([CH2:25][CH3:26])[C:27](=[O:28])[O:29][CH2:30][c:31]3[c:32]([Cl:37])[cH:33][cH:34][cH:35][cH:36]3)[cH:15][c:16]([C:19]([F:20])([F:21])[F:22])[cH:17][cH:18]2)[c:8]([O:11][CH3:12])[cH:9][cH:10]1)[OH:38]. Procedure: Following the procedure for the preparation of 5-(2,4-dichlorophenyl)-N-[(3R,4S)-4-ethoxy-1-(1,3-thiazol-2-yl)pyrrolidin-3-yl}-3,6-diethylpyrazin-2-amine but starting with N-[(3R,4S)-4-ethoxypyrrolidin-3-yl]-3,6-diethyl-5-[6-methoxy-2-(trifluoromethyl)pyridin-3-yl]pyrazin-2-amine provided the title compound as an amorphous solid. 1H NMR (CDCl3) δ 1.15, 1.30, 2.45, 2.68, 3.48˜3.58, 3.77, 3.88, 4.04, 4.29, 4.94, 5.29, 6.56, 6.98, 7.56; IR (diffuse reflectance) 2974, 2350 (w), 2337 (w), 1921 (w), 1... Yields the product C(C)O[C@@H]1[C@@H](CN(C1)C=1SC=CN1)NC1=NC(=C(N=C1CC)C=1C(=NC(=CC1)OC)C(F)(F)F)CC (N-[(3R,4S)-4-ethoxy-1-(1,3-thiazol-2-yl)pyrrolidin-3-yl]-3,6-diethyl-5-[6-methoxy-2-(trifluoromethyl)pyridin-3-yl]pyrazin-2-amine). The reactants are ClC1=C(C=CC(=C1)Cl)C=1N=C(C(=NC1CC)N[C@@H]1CN(C[C@@H]1OCC)C=1SC=CN1)CC (5-(2,4-dichlorophenyl)-N-[(3R,4S)-4-ethoxy-1-(1,3-thiazol-2-yl)pyrrolidin-3-yl}-3,6-diethylpyrazin-2-amine), C(C)O[C@@H]1[C@@H](CNC1)NC1=NC(=C(N=C1CC)C=1C(=NC(=CC1)OC)C(F)(F)F)CC (N-[(3R,4S)-4-ethoxypyrrolidin-3-yl]-3,6-diethyl-5-[6-methoxy-2-(trifluoromethyl)pyridin-3-yl]pyrazin-2-amine). Reaction SMILES: ClC1C=C(Cl)C=CC=1C1N=C(CC)C(N[C@H]2[C@@H](OCC)CN([C:26]3[S:27][CH:28]=[CH:29][N:30]=3)C2)=NC=1CC.[CH2:33]([O:35][C@H:36]1[CH2:40][NH:39][CH2:38][C@H:37]1[NH:41][C:42]1[C:47]([CH2:48][CH3:49])=[N:46][C:45]([C:50]2[C:51]([C:58]([F:61])([F:60])[F:59])=[N:52][C:53]([O:56][CH3:57])=[CH:54][CH:55]=2)=[C:44]([CH2:62][CH3:63])[N:43]=1)[CH3:34]>>[CH2:33]([O:35][C@H:36]1[CH2:40][N:39]([C:26]2[S:27][CH:28]=[CH:29][N:30]=2)[CH2:38][C@H:37]1[NH:41][C:42]1[C:47]([CH2:48][CH3:49])=[N:46][C:45]([C:50]2[C:51]([C:58]([F:61])([F:60])[F:59])=[N:52][C:53]([O:56][CH3:57])=[CH:54][CH:55]=2)=[C:44]([CH2:62][CH3:63])[N:43]=1)[CH3:34].